This data is from the Open Reaction Database (ORD), a public repository of structured organic reaction records. The task is: describe an organic reaction: reactants, conditions, products, and yield Starting materials: COC(=O)CCc1[nH]c(Cc2ccc(OCc3nc(-c4ccccc4)oc3C)cc2)nc1-c1ccccc1, CO, Cl, [Li+], C1CCOC1, [OH-], O, O. The product is Cc1oc(-c2ccccc2)nc1COc1ccc(Cc2nc(-c3ccccc3)c(CCC(=O)O)[nH]2)cc1. RXN SMILES: [CH3:1][c:2]1[c:3]([CH2:13][O:14][c:15]2[cH:16][cH:17][c:18]([CH2:19][c:20]3[nH:21][c:22]([CH2:31][CH2:32][C:33](=[O:34])[O:35][CH3:36])[c:23](-[c:25]4[cH:26][cH:27][cH:28][cH:29][cH:30]4)[n:24]3)[cH:37][cH:38]2)[n:4][c:5](-[c:7]2[cH:8][cH:9][cH:10][cH:11][cH:12]2)[o:6]1.[CH3:48][OH:49].[ClH:47].[Li+:41].[O:42]1[CH2:43][CH2:44][CH2:45][CH2:46]1.[OH-:40].[OH2:39].[OH2:50]>>[CH3:1][c:2]1[c:3]([CH2:13][O:14][c:15]2[cH:16][cH:17][c:18]([CH2:19][c:20]3[nH:21][c:22]([CH2:31][CH2:32][C:33](=[O:34])[OH:35])[c:23](-[c:25]4[cH:26][cH:27][cH:28][cH:29][cH:30]4)[n:24]3)[cH:37][cH:38]2)[n:4][c:5](-[c:7]2[cH:8][cH:9][cH:10][cH:11][cH:12]2)[o:6]1. Starting materials: C1CCN2CC=C(CC12)C1=CNC2=NC=CC=C12 (3-(1,2,3,5,8,8a-hexahydro-7-indolizinyl)-1H-7-Azaindole), O(C)C1=C(C(=O)Cl)C(=CC=C1)OC (2,6-dimethoxylbenzoyl chloride), C[Si](C)(C)[N-][Si](C)(C)C.[Na+] (NaN(TMS)2). The solvent is C1CCOC1 (THF). Product: O(C)C1=C(C(=O)N2C=C(C3=CC=CN=C23)C2=CCN3CCCC3C2)C(=CC=C1)OC (1-(2,6-Dimethoxylbenzoyl)-3-(1,2,3,5,8,8a-hexahydro-7-indolizinyl)-7-azaindole). RXN SMILES: [CH2:1]1[CH:9]2[N:4]([CH2:5][CH:6]=[C:7]([C:10]3[C:18]4[C:13](=[N:14][CH:15]=[CH:16][CH:17]=4)[NH:12][CH:11]=3)[CH2:8]2)[CH2:3][CH2:2]1.[O:19]([C:21]1[CH:29]=[CH:28][CH:27]=[C:26]([O:30][CH3:31])[C:22]=1[C:23](Cl)=[O:24])[CH3:20].C[Si]([N-][Si](C)(C)C)(C)C.[Na+]>C1COCC1>[O:19]([C:21]1[CH:29]=[CH:28][CH:27]=[C:26]([O:30][CH3:31])[C:22]=1[C:23]([N:12]1[C:13]2[C:18](=[CH:17][CH:16]=[CH:15][N:14]=2)[C:10]([C:7]2[CH2:8][CH:9]3[N:4]([CH2:3][CH2:2][CH2:1]3)[CH2:5][CH:6]=2)=[CH:11]1)=[O:24])[CH3:20] |f:2.3|. Procedure: from 3-(1,2,3,5,8,8a-hexahydro-7-indolizinyl)-1H-7-Azaindole (10 mg, 0.0418 mmol), 2,6-dimethoxylbenzoyl chloride (20 mg, 0.0997 mmol) and 1M NaN(TMS)2 (100 μL, 0.10 mmol) in THF (1 mL) at RT. Starting materials: C(C)OC(CC(=O)C)=O (Ethylacetoacetate), [Na] (Sodium), ClC=1C=C(CCl)C=C(C1)Cl (3,5-dichlorobenzyl chloride). Solvent: C(C)O (ethanol). The product is ClC=1C=C(CC(C(=O)OCC)C(C)=O)C=C(C1)Cl (Ethyl 2-(3,5-dichlorobenzyl)-3-oxobutanoate). The yield is 55.3%. Reaction SMILES: [Na].[CH2:2]([O:4][C:5](=[O:10])[CH2:6][C:7]([CH3:9])=[O:8])[CH3:3].[Cl:11][C:12]1[CH:13]=[C:14]([CH:17]=[C:18]([Cl:20])[CH:19]=1)[CH2:15]Cl>C(O)C>[Cl:11][C:12]1[CH:13]=[C:14]([CH:17]=[C:18]([Cl:20])[CH:19]=1)[CH2:15][CH:6]([C:7](=[O:8])[CH3:9])[C:5]([O:4][CH2:2][CH3:3])=[O:10] |^1:0|. Procedure details: Sodium metal (1.01 g, 44 mmol) was added to ethanol (100 ml) and stirred until all the metal had dissolved. Ethylacetoacetate (15.6 g, 111 mmol) was added and the reaction mixture was stirred under a nitrogen atmosphere for 10 minutes. 3,5-dichlorobenzyl chloride (7.24 g, 40 mmol) was added and the reaction mixture was stirred at room temperature for 3 days. The reaction mixture was filtered and the solution was concentrated under reduced pressure. The orange oil was purified by flash chromatogr... As a reaction SMILES: [CH2:16]([C:17]#[C:18][CH2:19][CH3:20])[OH:21].[CH3:25][N:26]([CH3:27])[CH:28]=[O:29].[Cl:1][c:2]1[n:3][cH:4][n:5][c:6](-[c:8]2[c:9]([F:15])[c:10]([F:14])[cH:11][cH:12][cH:13]2)[cH:7]1.[H-:22].[Na+:23].[OH2:24]>>[c:2]1([O:21][CH2:16][C:17]#[C:18][CH2:19][CH3:20])[n:3][cH:4][n:5][c:6](-[c:8]2[c:9]([F:15])[c:10]([F:14])[cH:11][cH:12][cH:13]2)[cH:7]1. The reactants are CCC#CCO, CN(C)C=O, Fc1cccc(-c2cc(Cl)ncn2)c1F, [H-], [Na+], O. Yields the product CCC#CCOc1cc(-c2cccc(F)c2F)ncn1.